From a dataset of the Open Reaction Database (ORD), a public repository of structured organic reaction records. describe an organic reaction: reactants, conditions, products, and yield Procedure details: A suspension containing 2-methoxyphenylpiperazine (1.0 mmole), potassium carbonate (2.0 mmole), potassium iodide (0.5 mmole) and 4-benzyl-5-chloromethyl-2-tertbutyl oxazole (1.0 mmole) from example 4, was stirred in acetone (10 ml) at ambient temperature for three days. The solvent was removed in vacuo, water (50 ml) added and the product extracted into ethyl acetate (3×50 ml). The combined organics were washed with water (50 ml), dried over anhydrous sodium sulfate, filtered and concentrated in... The solvent is CC(=O)C (acetone). Product: C(C1=CC=CC=C1)C=1N=C(OC1CN1CCN(CC1)C1=C(C=CC=C1)OC)C(C)(C)C (1-(4-Benzyl-2-tert-butyl-oxazol-5-ylmethyl)-4-(2-methoxyphenyl)-piperazine). Starting materials: COC1=C(C=CC=C1)N1CCNCC1 (2-methoxyphenylpiperazine), C([O-])([O-])=O.[K+].[K+] (potassium carbonate), [I-].[K+] (potassium iodide), C(C1=CC=CC=C1)C=1N=C(OC1CCl)C(C)(C)C (4-benzyl-5-chloromethyl-2-tertbutyl oxazole). Yield: 64.0%. Reaction SMILES: [CH3:1][O:2][C:3]1[CH:8]=[CH:7][CH:6]=[CH:5][C:4]=1[N:9]1[CH2:14][CH2:13][NH:12][CH2:11][CH2:10]1.C(=O)([O-])[O-].[K+].[K+].[I-].[K+].[CH2:23]([C:30]1[N:31]=[C:32]([C:37]([CH3:40])([CH3:39])[CH3:38])[O:33][C:34]=1[CH2:35]Cl)[C:24]1[CH:29]=[CH:28][CH:27]=[CH:26][CH:25]=1>CC(C)=O>[CH2:23]([C:30]1[N:31]=[C:32]([C:37]([CH3:40])([CH3:39])[CH3:38])[O:33][C:34]=1[CH2:35][N:12]1[CH2:13][CH2:14][N:9]([C:4]2[CH:5]=[CH:6][CH:7]=[CH:8][C:3]=2[O:2][CH3:1])[CH2:10][CH2:11]1)[C:24]1[CH:25]=[CH:26][CH:27]=[CH:28][CH:29]=1 |f:1.2.3,4.5|. Starting materials: C(CCCC=C)N1C(=O)N(C=2N=CN(C2C1=O)C)C (1-(5-hexenyl)-3,7-dimethylxanthine), C(C)(C)(C)O (t-butanol), S(=O)([O-])S(=O)[O-].[Na+].[Na+] (sodium dithionite), C[N+]1(CCOCC1)[O-] (N-methylmorpholine-N-oxide). The reagents and catalysts are [Os](=O)(=O)(=O)=O (osmium tetraoxide). Run in O (water), CC(=O)C (acetone). Reaction conditions: time 48 hour. Yields the product white powder, OC(CCCCN1C(=O)N(C=2N=CN(C2C1=O)C)C)CO (1-(5,6-dihydroxyhexyl)-3,7-dimethylxanthine). Yield: 62.0%. As a reaction SMILES: [CH2:1]([N:7]1[C:16](=[O:17])[C:15]2[N:14]([CH3:18])[CH:13]=[N:12][C:11]=2[N:10]([CH3:19])[C:8]1=[O:9])[CH2:2][CH2:3]CC=C.C[N+]1([O-])CC[O:24]CC1.S(S([O-])=O)([O-])=O.[Na+].[Na+].[C:36]([OH:40])(C)([CH3:38])[CH3:37]>[Os](=O)(=O)(=O)=O.O.CC(C)=O>[OH:40][CH:36]([CH2:38][OH:24])[CH2:37][CH2:3][CH2:2][CH2:1][N:7]1[C:16](=[O:17])[C:15]2[N:14]([CH3:18])[CH:13]=[N:12][C:11]=2[N:10]([CH3:19])[C:8]1=[O:9] |f:2.3.4|. Reported procedure: Six drops of 2.5% osmium tetraoxide in t-butanol were added to a mixture of 1-(5-hexenyl)-3,7-dimethylxanthine (1.07 g, 4.1 mmol), as prepared above and N-methylmorpholine-N-oxide (1.44 g, 12.3 mmol) in water (20 ml) and acetone (10 ml). After stirring the resulting mixture for 48 hours, the mixture was treated with 20% aqueous sodium dithionite solution (20 ml). After 2 minutes, the mixture was extracted with three 30 ml aliquots of a 25% ethanol-dichloromethane solution. The combined extracts ... The reactants are Cl.COC([C@H](CN)NC(=O)OCC1=CC=CC=C1)=O ((2S)-3-amino-2-(benzyloxycarbonylamino)propanoic acid methyl ester hydrochloride), C(C)N(C(C)C)C(C)C (ethyldiisopropylamine), CN(C=O)C (dimethylformamide), Example 13, C(C)N(C(C)C)C(C)C (ethyldiisopropylamine), [N+](=O)([O-])C1=CC=C(C=C1)OC(=O)Cl (chloroformic acid p-nitrophenyl ester). Run in C(C)(=O)OCC (ethyl acetate), ClCCl (dichloromethane). Reaction conditions: temperature 25 celsius, time 6 hour. Product: COC([C@H](CNC(=O)N1CCN(CC1)C1=CC(=CC=C1)[N+](=O)[O-])NC(=O)OCC1=CC=CC=C1)=O ((2S)-2-benzyloxycarbonylamino-3-[[4-(3-nitrophenyl)piperazin-1-yl]carbonylamino]propanoic acid methyl ester). Reaction SMILES: [CH2:1]([N:3]([CH:7]([CH3:9])C)[CH:4]([CH3:6])[CH3:5])[CH3:2].[N+:10]([C:13]1[CH:18]=[CH:17]C(OC(Cl)=O)=CC=1)([O-:12])=[O:11].Cl.[CH3:24][O:25][C:26](=[O:41])[C@@H:27]([NH:30][C:31]([O:33][CH2:34][C:35]1[CH:40]=[CH:39][CH:38]=[CH:37][CH:36]=1)=[O:32])[CH2:28][NH2:29].C[N:43](C)[CH:44]=[O:45]>ClCCl.C(OCC)(=O)C>[CH3:24][O:25][C:26](=[O:41])[C@@H:27]([NH:30][C:31]([O:33][CH2:34][C:35]1[CH:36]=[CH:37][CH:38]=[CH:39][CH:40]=1)=[O:32])[CH2:28][NH:29][C:44]([N:43]1[CH2:2][CH2:1][N:3]([C:4]2[CH:5]=[CH:17][CH:18]=[C:13]([N+:10]([O-:12])=[O:11])[CH:6]=2)[CH2:7][CH2:9]1)=[O:45] |f:2.3|. Procedure details: To a solution of the compound of Reference Example 13 (300 mg) and ethyldiisopropylamine (0.656 ml) in dichloromethane (10 ml) is added chloroformic acid p-nitrophenyl ester (273 mg), and the mixture is stirred at 25° C. for 6 hours. To the reaction solution are added a solution of (2S)-3-amino-2-(benzyloxycarbonylamino)propanoic acid methyl ester hydrochloride (709 mg) and ethyldiisopropylamine (0.65 ml) in dimethylformamide (20 ml), and the mixture is stirred at 60° C. overnight. The reaction ... Starting materials: C(OCCCC)(=O)Cl (butyl chlorocarbonate), CC1(NC(CC(C1)NCCNC1CC(NC(C1)(C)C)(C)C)(C)C)C (N,N'-bis(2,2,6,6-tetramethyl-4-piperidyl)-1,2-ethanediamine). The solvent is O (water). The product is C(CCC)OC(=O)N(CCN(C1CC(NC(C1)(C)C)(C)C)C(=O)OCCCC)C1CC(NC(C1)(C)C)(C)C (N,N'-bis(butoxycarbonyl)-N,N'-bis(2,2,6,6-tetramethyl-4-piperidyl)-1,2-ethanediamine). As a reaction SMILES: [C:1](Cl)(=[O:7])[O:2][CH2:3][CH2:4][CH2:5][CH3:6].[CH3:9][C:10]1([CH3:32])[CH2:15][CH:14]([NH:16][CH2:17][CH2:18][NH:19][CH:20]2[CH2:25][C:24]([CH3:27])([CH3:26])[NH:23][C:22]([CH3:29])([CH3:28])[CH2:21]2)[CH2:13][C:12]([CH3:31])([CH3:30])[NH:11]1>O>[CH2:3]([O:2][C:1]([N:16]([CH:14]1[CH2:15][C:10]([CH3:32])([CH3:9])[NH:11][C:12]([CH3:31])([CH3:30])[CH2:13]1)[CH2:17][CH2:18][N:19]([C:1]([O:2][CH2:3][CH2:4][CH2:5][CH3:6])=[O:7])[CH:20]1[CH2:21][C:22]([CH3:29])([CH3:28])[NH:23][C:24]([CH3:27])([CH3:26])[CH2:25]1)=[O:7])[CH2:4][CH2:5][CH3:6]. Reported procedure: 120.2 g (0.88 mol) of butyl chlorocarbonate are reacted as described in Example 1 with 135.4 g (0.4 mol) of N,N'-bis(2,2,6,6-tetramethyl-4-piperidyl)-1,2-ethanediamine dissolved in 410 ml of water.